From a dataset of the Open Reaction Database (ORD), a public repository of structured organic reaction records. describe an organic reaction: reactants, conditions, products, and yield Reactants: CO, CCOC(C)=O, CCO, CCOC(C)=O, O=[N+]([O-])c1ccc2nccc(Cl)c2c1, Cl, Nc1ccc(NC(=O)c2cccc(Nc3cc(N)nc(N)n3)c2)cc1, O. Yields the product Cl, Cl, Nc1cc(Nc2cccc(C(=O)Nc3ccc(Nc4ccnc5ccc([N+](=O)[O-])cc45)cc3)c2)nc(N)n1. Reaction SMILES: [CH3:41][OH:42].[CH3:43][CH2:44][O:45][C:46]([CH3:47])=[O:48].[CH3:49][CH2:50][OH:51].[CH3:53][CH2:54][O:55][C:56]([CH3:57])=[O:58].[Cl:27][c:28]1[cH:29][cH:30][n:31][c:32]2[cH:33][cH:34][c:35]([N+:38](=[O:39])[O-:40])[cH:36][c:37]12.[ClH:1].[NH2:2][c:3]1[cH:4][cH:5][c:6]([NH:9][C:10]([c:11]2[cH:12][c:13]([NH:17][c:18]3[n:19][c:20]([NH2:25])[n:21][c:22]([NH2:24])[cH:23]3)[cH:14][cH:15][cH:16]2)=[O:26])[cH:7][cH:8]1.[OH2:52]>>[ClH:1].[ClH:27].[NH:2]([c:3]1[cH:4][cH:5][c:6]([NH:9][C:10]([c:11]2[cH:12][c:13]([NH:17][c:18]3[n:19][c:20]([NH2:25])[n:21][c:22]([NH2:24])[cH:23]3)[cH:14][cH:15][cH:16]2)=[O:26])[cH:7][cH:8]1)[c:28]1[cH:29][cH:30][n:31][c:32]2[cH:33][cH:34][c:35]([N+:38](=[O:39])[O-:40])[cH:36][c:37]12. The reactants are BrC=1N(C2=CC=CC=C2C1C=O)C (2-bromo-1-methylindole-3-carboxaldehyde), XXVI, CC(C)=CC (2-methyl-2-butene), Cl(=O)[O-].[Na+] (sodium chlorite), NaH2PO4.H2O, Cl(=O)[O-] (chlorite), P(=O)([O-])([O-])[O-] (phosphate). Solvent: CC(C)O (2 -propanol), O (water), O1CCOCC1 (p-dioxane). Run at temperature 25 celsius, time 3.5 hour. The product is BrC=1N(C2=CC=CC=C2C1C(=O)O)C (2-bromo-1-methylindole-3-carboxylic acid). The yield is 87.0%. RXN SMILES: [Br:1][C:2]1[N:3]([CH3:13])[C:4]2[C:9]([C:10]=1[CH:11]=[O:12])=[CH:8][CH:7]=[CH:6][CH:5]=2.CC(=CC)C.Cl([O-])=[O:20].[Na+].Cl([O-])=O.P([O-])([O-])([O-])=O>O.CC(O)C.O1CCOCC1>[Br:1][C:2]1[N:3]([CH3:13])[C:4]2[C:9]([C:10]=1[C:11]([OH:20])=[O:12])=[CH:8][CH:7]=[CH:6][CH:5]=2 |f:2.3|. Procedure: To a vigorously stirred solution of 2.38 g (10 mmol) of 2-bromo-1-methylindole-3-carboxaldehyde [XXVI: R1 =H, R3 =CH3, X=Br], 10 mL of 2-methyl-2-butene, and 40 mL of p-dioxane at 25° C. was added dropwise over ca. 15 minutes a solution of 5 g (55 mmol) of sodium chlorite and 5 g (36 mmol) of NaH2PO4.H2O in 25 mL of water. The solution was maintained at 25° C. After 3.5 hours, the mixture was treated with an additional 2.5 g each of the chlorite and phosphate. After a total reaction time of 24 h... The reactants are CN1N=NC(=C1COC1=CC=C(N=N1)C(=O)O)C1=NC=CC=C1 (6-(3-methyl-5-pyridin-2-yl-3H-[1,2,3]triazol-4-ylmethoxy)-pyridazine-3-carboxylic acid), C(C)(C)N (isopropylamine). Yields the product C(C)(C)NC(=O)C=1N=NC(=CC1)OCC=1N(N=NC1C1=NC=CC=C1)C (6-(3-Methyl-5-pyridin-2-yl-3H-[1,2,3]triazol-4-ylmethoxy)-pyridazine-3-carboxylic acid isopropylamide). The yield is 91.0%. As a reaction SMILES: [CH3:1][N:2]1[C:6]([CH2:7][O:8][C:9]2[N:14]=[N:13][C:12]([C:15]([OH:17])=O)=[CH:11][CH:10]=2)=[C:5]([C:18]2[CH:23]=[CH:22][CH:21]=[CH:20][N:19]=2)[N:4]=[N:3]1.[CH:24]([NH2:27])([CH3:26])[CH3:25]>>[CH:24]([NH:27][C:15]([C:12]1[N:13]=[N:14][C:9]([O:8][CH2:7][C:6]2[N:2]([CH3:1])[N:3]=[N:4][C:5]=2[C:18]2[CH:23]=[CH:22][CH:21]=[CH:20][N:19]=2)=[CH:10][CH:11]=1)=[O:17])([CH3:26])[CH3:25]. Procedure: As described for example 48b, 6-(3-methyl-5-pyridin-2-yl-3H-[1,2,3]triazol-4-ylmethoxy)-pyridazine-3-carboxylic acid (98 mg, 0.31 mmol) was converted, using isopropylamine instead of 4-aminotetrahydropyran, to the title compound (101 mg, 91%) which was obtained as an off white solid. MS: m/e=354.2 [M+H]+. The reactants are C1(CC1)C(CC(=O)O)C1=CC(=CC=C1)O (3-cyclopropyl-3-(3-hydroxyphenyl)propanoic acid), S(O)(O)(=O)=O (sulfuric acid), C(O)([O-])=O.[Na+] (sodium hydrogen carbonate). The solvent is CO (methanol). Yields the product crude product, C1(CC1)C(CC(=O)OC)C1=CC(=CC=C1)O (methyl 3-cyclopropyl-3-(3-hydroxyphenyl)propanoate). Reaction SMILES: [CH:1]1([CH:4]([C:9]2[CH:14]=[CH:13][CH:12]=[C:11]([OH:15])[CH:10]=2)[CH2:5][C:6]([OH:8])=[O:7])[CH2:3][CH2:2]1.S(=O)(=O)(O)O.[C:21](=O)([O-])O.[Na+]>CO>[CH:1]1([CH:4]([C:9]2[CH:14]=[CH:13][CH:12]=[C:11]([OH:15])[CH:10]=2)[CH2:5][C:6]([O:8][CH3:21])=[O:7])[CH2:3][CH2:2]1 |f:2.3|. Procedure details: To a solution of 3-cyclopropyl-3-(3-hydroxyphenyl)propanoic acid (1.45 g) in methanol (20 mL) was added conc. sulfuric acid (75 μL), and the mixture was heated under reflux for 14 hr. Saturated aqueous sodium hydrogen carbonate solution was added to the reaction mixture at room temperature, and the mixture was extracted with ethyl acetate. The extract was washed with water and saturated brine, and dried over anhydrous magnesium sulfate. The solvent was evaporated under reduced pressure to give a... The product is COC(=O)C=1C=C(C(=CC1OCOC)OCOC)C1=CC=CC=C1 (4,6-Bis-methoxymethoxy-biphenyl-3-carboxylic acid methyl ester). Reported procedure: A Schlenk tube was charged with 5-bromo-2,4-bis-methoxymethoxy-benzoic acid methyl ester (3) (503 mg, 1.5 mmol), phenylboronic acid (272 mg, 2.3 mmol), Pd(OAc)2 (22 mg, 0.1 mmol), and 2-dicyclohexylphosphino-2′,6′-dimethoxybiphenyl (82 mg, 0.2 mmol), K3PO4H2O (4.70 g, 34.0 mmol). The reaction tube was evacuated and backfilled with N2 (×3). Toluene (10 mL, anhydrous and sure seal bottle from Aldrich) was added. The reaction was stirred at room temperature for 10 min and heated at 105° C. (preheat... Starting materials: COC(C1=C(C=C(C(=C1)Br)OCOC)OCOC)=O (5-Bromo-2,4-bis-methoxymethoxy-benzoic acid methyl ester), C1(=CC=CC=C1)B(O)O (phenylboronic acid), C1(CCCCC1)P(C1=C(C=CC=C1)C1=C(C=CC=C1OC)OC)C1CCCCC1 (2-dicyclohexylphosphino-2′,6′-dimethoxybiphenyl), K3PO4H2O. The reagents and catalysts are CC(=O)[O-].CC(=O)[O-].[Pd+2] (Pd(OAc)2). Reaction conditions: time 10 minute. Isolated yield 92.3%. RXN SMILES: [CH3:1][O:2][C:3](=[O:19])[C:4]1[CH:9]=[C:8](Br)[C:7]([O:11][CH2:12][O:13][CH3:14])=[CH:6][C:5]=1[O:15][CH2:16][O:17][CH3:18].[C:20]1(B(O)O)[CH:25]=[CH:24][CH:23]=[CH:22][CH:21]=1.C1(P(C2CCCCC2)C2C=CC=CC=2C2C(OC)=CC=CC=2OC)CCCCC1>CC([O-])=O.CC([O-])=O.[Pd+2]>[CH3:1][O:2][C:3]([C:4]1[CH:9]=[C:8]([C:20]2[CH:25]=[CH:24][CH:23]=[CH:22][CH:21]=2)[C:7]([O:11][CH2:12][O:13][CH3:14])=[CH:6][C:5]=1[O:15][CH2:16][O:17][CH3:18])=[O:19] |f:3.4.5|. Starting materials: CSCS(C)=O (Formaldehyde dimethyl mercaptal S-oxide), ClC\C=C/CCl (cis-1,4-dichloro-2-butene), O1CCCC1 (tetrahydrofuran), C(CCC)[Li] (n-butyl lithium). Solvent: O (water), CCCCCC (n-hexane), C(Cl)Cl (Methylene chloride). Run at time 30 minute. Yields the product CSC1(CC=CC1)S(C)=O (3-cyclopentenone dimethyl mercaptal S-oxide). The yield is 76.0%. As a reaction SMILES: [CH3:1][S:2][CH2:3][S:4](=[O:6])[CH3:5].O1[CH2:11][CH2:10][CH2:9][CH2:8]1.C([Li])CCC.ClC/C=C\CCl>O.C(Cl)Cl.CCCCCC>[CH3:1][S:2][C:3]1([S:4](=[O:6])[CH3:5])[CH2:11][CH:10]=[CH:9][CH2:8]1. Procedure details: Formaldehyde dimethyl mercaptal S-oxide (3.170g) was dissolved in 30 ml. of tetrahydrofuran, and at -15° C., 20 ml. of an n-hexane solution (1.3 millimols/milliliter) of n-butyl lithium was added. The mixture was stirred for 30 minutes at -15° to -5° C., and then 1.455g of cis-1,4-dichloro-2-butene was added. The mixture was stirred for 2.5 hours at -70° C. and then for 1.5 hours at room temperature. Methylene chloride (100 ml) and 30 ml. of water were added, and the mixture was shaken. The orga... Product: CC(C)(C)OC(=O)N1C(Cc2ccc(N)cc2)CCC1C(O[Si](C)(C)C(C)(C)C)c1cccc(Cl)c1. RXN SMILES: [C:1]([O:2][C:3]([CH3:4])([CH3:5])[CH3:6])([O-:7])=[O:8].[C:9]([CH3:10])([CH3:11])([CH3:12])[Si:13]([O:14][CH:15]([CH:16]1[CH2:17][CH2:18][CH:19]([CH2:21][c:22]2[cH:23][cH:24][c:25]([NH2:26])[cH:27][cH:28]2)[NH:20]1)[c:29]1[cH:30][c:31]([Cl:35])[cH:32][cH:33][cH:34]1)([CH3:36])[CH3:37]>>[C:1]([O:2][C:3]([CH3:4])([CH3:5])[CH3:6])(=[O:8])[N:20]1[CH:16]([CH:15]([O:14][Si:13]([C:9]([CH3:10])([CH3:11])[CH3:12])([CH3:36])[CH3:37])[c:29]2[cH:30][c:31]([Cl:35])[cH:32][cH:33][cH:34]2)[CH2:17][CH2:18][CH:19]1[CH2:21][c:22]1[cH:23][cH:24][c:25]([NH2:26])[cH:27][cH:28]1. Reactants: CC(C)(C)OC(=O)[O-], CC(C)(C)[Si](C)(C)OC(c1cccc(Cl)c1)C1CCC(Cc2ccc(N)cc2)N1. Starting materials: COc1ccc(C(C)=CBr)cc1F, Cc1ccc2[nH]c3c(c2c1)CCN(C)C3, [Cu]I, [K+], [K+], [K+], CN(C)C=O, O=C(O)C1CCCN1, O=P([O-])([O-])[O-]. The product is COc1ccc(C(C)=Cn2c3c(c4cc(C)ccc42)CCN(C)C3)cc1F. As a reaction SMILES: [Br:32][CH:33]=[C:34]([CH3:35])[c:36]1[cH:37][c:38]([F:44])[c:39]([O:42][CH3:43])[cH:40][cH:41]1.[CH3:1][N:2]1[CH2:3][c:4]2[nH:5][c:6]3[cH:7][cH:8][c:9]([CH3:15])[cH:10][c:11]3[c:12]2[CH2:13][CH2:14]1.[Cu:50][I:51].[K+:29].[K+:30].[K+:31].[O:45]=[CH:46][N:47]([CH3:48])[CH3:49].[OH:16][C:17]([CH:18]1[NH:19][CH2:20][CH2:21][CH2:22]1)=[O:23].[P:24]([O-:25])([O-:26])([O-:27])=[O:28]>>[CH3:1][N:2]1[CH2:3][c:4]2[n:5]([CH:33]=[C:34]([CH3:35])[c:36]3[cH:37][c:38]([F:44])[c:39]([O:42][CH3:43])[cH:40][cH:41]3)[c:6]3[cH:7][cH:8][c:9]([CH3:15])[cH:10][c:11]3[c:12]2[CH2:13][CH2:14]1. Reactants: C(C)(C)NC(C)C (di(isopropyl)amine), C(CCC)[Li] (n-Butyllithium), [OH-].[Na+] (sodium hydroxide), Cl (hydrochloric acid), ClCCN1C(=C(C=C1)C(=O)OC)CC(=O)OC (methyl N-(2-chloroethyl)-3-methoxycarbonyl-2-pyrroleacetate). The solvent is O1CCCC1 (tetrahydrofuran), O (water), O1CCCC1 (tetrahydrofuran). Reaction conditions: temperature 50 celsius, time 4 hour. Product: C1(C=2N(CC1)C=CC2C(=O)O)C(=O)O (2,3-dihydro-1H-pyrrolo[1,2-a]pyrrole-1,7-dicarboxylic acid). The yield is 95.2%. Reaction SMILES: C([Li])CCC.C(NC(C)C)(C)C.Cl[CH2:14][CH2:15][N:16]1[CH:20]=[CH:19][C:18]([C:21]([O:23]C)=[O:22])=[C:17]1[CH2:25][C:26]([O:28]C)=[O:27].[OH-].[Na+].Cl>O1CCCC1.O>[CH:25]1([C:26]([OH:28])=[O:27])[CH2:14][CH2:15][N:16]2[CH:20]=[CH:19][C:18]([C:21]([OH:23])=[O:22])=[C:17]12 |f:3.4|. Procedure: n-Butyllithium (2.6M in hexane, 295.5 mL, 0.77 mol) was added dropwise at 0°-3° C., with stirring, to a solution of di(isopropyl)amine (109.3 mL, 78.9 g, 0.78 mol) in tetrahydrofuran (freshly distilled, 200 mL). The resulting solution was transferred to an addition funnel and added dropwise at room temperature to a stirred solution of methyl N-(2-chloroethyl)-3-methoxycarbonyl-2-pyrroleacetate (150.0 g, 0.58 mol) in tetrahydrofuran (dry, 750 mL). The addition took 4 hours, and the temperature wa...